From a dataset of the Open Reaction Database (ORD), a public repository of structured organic reaction records. describe an organic reaction: reactants, conditions, products, and yield Starting materials: C(C)C1=CC(=NN1C1=CC=C(C=C1)N)C=1C=NC=CC1 (5-ethyl-3-(3-pyridyl)-1-(4′-aminophenyl)pyrazole), O([Na])C(C)(C)C (NaO-t-Bu), C(#N)CCCOC1=CC2=CC=CC(=C2C=C1)I (2-(3-cyanopropoxy)-5-iodonaphthalene). Reagents/catalysts: C=1C=CC(=CC1)/C=C/C(=O)/C=C/C2=CC=CC=C2.C=1C=CC(=CC1)/C=C/C(=O)/C=C/C2=CC=CC=C2.C=1C=CC(=CC1)/C=C/C(=O)/C=C/C2=CC=CC=C2.[Pd].[Pd] (Pd2(dba)3). Run in C1(=CC=CC=C1)C (toluene), C(C)(=O)OCC (ethyl acetate). Yields the product C(#N)CCCOC1=C(C2=CC=CC=C2C=C1)C1=CC(=CC=C1N)N1N=C(C=C1CC)C=1C=NC=CC1 (6-[(3-Cyanopropoxy)napthalen-1-yl]-[4-(5-ethyl-3-pyridin-3-yl-pyrazol-1-yl)phenyl]amine). Isolated yield 90.8%. As a reaction SMILES: [C:1]([CH2:3][CH2:4][CH2:5][O:6][C:7]1[CH:16]=[CH:15][C:14]2[C:9](=[CH:10][CH:11]=[CH:12][C:13]=2I)[CH:8]=1)#[N:2].[CH2:18]([C:20]1[N:24]([C:25]2[CH:30]=[CH:29][C:28]([NH2:31])=[CH:27][CH:26]=2)[N:23]=[C:22]([C:32]2[CH:33]=[N:34][CH:35]=[CH:36][CH:37]=2)[CH:21]=1)[CH3:19].O(C(C)(C)C)[Na]>C1(C)C=CC=CC=1.C(OCC)(=O)C.C1C=CC(/C=C/C(/C=C/C2C=CC=CC=2)=O)=CC=1.C1C=CC(/C=C/C(/C=C/C2C=CC=CC=2)=O)=CC=1.C1C=CC(/C=C/C(/C=C/C2C=CC=CC=2)=O)=CC=1.[Pd].[Pd]>[C:1]([CH2:3][CH2:4][CH2:5][O:6][C:7]1[CH:16]=[CH:15][C:14]2[C:9](=[CH:10][CH:11]=[CH:12][CH:13]=2)[C:8]=1[C:29]1[C:28]([NH2:31])=[CH:27][CH:26]=[C:25]([N:24]2[C:20]([CH2:18][CH3:19])=[CH:21][C:22]([C:32]3[CH:33]=[N:34][CH:35]=[CH:36][CH:37]=3)=[N:23]2)[CH:30]=1)#[N:2] |f:5.6.7.8.9|. Reported procedure: A mixture of 2-(3-cyanopropoxy)-5-iodonaphthalene (77.0 mg, 0.228 mmol), with 5-ethyl-3-(3-pyridyl)-1-(4′-aminophenyl)pyrazole (72.4 mg, 1.2 equiv.), NaO-t-Bu (40.8 mg, 1.86 equiv.), Pd2(dba)3 (5.2 mg, 2.5% equiv.) and (−)B1NAP (10.6 mg, 7.5% equiv.) in toluene (1 mL) was heated at 80° C. for 18 h. The mixture was diluted with ethyl acetate, filtered through diatomaceous earth and concentrated. Chromatography on silica gel gave the title compound (98.0 mg, 90.8%). 1H-NMR (CDCl3): 1.30 (t, J=7.4 ... Starting materials: [H-].[Na+] (sodium hydride), NC=1C=C(CO)C=CC1 (3-aminobenzyl alcohol), BrC[C@@H](OC1OCCCC1)C ((1S)-2-(2-bromo-1-methylethoxy)tetrahydro-2H-pyran), C1(C=2C(C(N1)=O)=CC=CC2)=O (phthalimide), BrCC(C)O (1-bromo-2-propanol). Run in CN(C=O)C (N,N-dimethylformamide), O1CCCC1 (tetrahydrofuran). The product is NC=1C=C(C=CC1)COC[C@H](C)O ((2S)-1-[(3-aminophenyl)methoxy]-propan-2-ol). RXN SMILES: [NH2:1][C:2]1[CH:3]=[C:4]([CH:7]=[CH:8][CH:9]=1)[CH2:5][OH:6].C1(=O)NC(=O)C2=CC=CC=C12.Br[CH2:22][CH:23]([OH:25])[CH3:24].BrC[C@H](C)OC1CCCCO1.[H-].[Na+]>O1CCCC1.CN(C)C=O>[NH2:1][C:2]1[CH:3]=[C:4]([CH2:5][O:6][CH2:22][C@@H:23]([OH:25])[CH3:24])[CH:7]=[CH:8][CH:9]=1 |f:4.5|. Procedure: The manner in which optically active forms of arylmethoxy aliphatic amines, such as (2S)-N-methyl-1-[(3-aminophenyl)methoxy]-propan-2-amine type compounds, are provided can vary. In one approach, a 3-aminobenzyl alcohol type compound (N-protected as the phthalimide) can be alkylated with a chiral 1-bromo-2-propanol type compound containing an O-protecting group, such as (1S)-2-(2-bromo-1-methylethoxy)tetrahydro-2H-pyran using a base such as sodium hydride and a solvent such as N,N-dimethylformam... The reactants are Br.C1(CCCCC1)C1=CC=C(C=C1)C=1N=C(SC1)N (4-(4-cyclohexyl-phenyl)-thiazol-2-ylamine hydrobromide), C1(=CC=C(C=C1)S(=O)(=O)Cl)C (p-toluenesulfonyl chloride), Cl (hydrochloric acid). The solvent is N1=CC=CC=C1 (pyridine). Run at time 30 minute. Yields the product C1(CCCCC1)C1=CC=C(C=C1)C=1N=C(SC1)NS(=O)(=O)C1=CC=C(C=C1)C (N-[4-(4-cyclohexyl-phenyl)-thiazol-2-yl]-4-methyl-benzenesulfonamide). The yield is 36.2%. As a reaction SMILES: Br.[CH:2]1([C:8]2[CH:13]=[CH:12][C:11]([C:14]3[N:15]=[C:16]([NH2:19])[S:17][CH:18]=3)=[CH:10][CH:9]=2)[CH2:7][CH2:6][CH2:5][CH2:4][CH2:3]1.[C:20]1([CH3:30])[CH:25]=[CH:24][C:23]([S:26](Cl)(=[O:28])=[O:27])=[CH:22][CH:21]=1.Cl>N1C=CC=CC=1>[CH:2]1([C:8]2[CH:13]=[CH:12][C:11]([C:14]3[N:15]=[C:16]([NH:19][S:26]([C:23]4[CH:24]=[CH:25][C:20]([CH3:30])=[CH:21][CH:22]=4)(=[O:28])=[O:27])[S:17][CH:18]=3)=[CH:10][CH:9]=2)[CH2:3][CH2:4][CH2:5][CH2:6][CH2:7]1 |f:0.1|. Procedure: A mixture of 0.5 g of 4-(4-cyclohexyl-phenyl)-thiazol-2-ylamine hydrobromide with 0.31 g of p-toluenesulfonyl chloride was stirred for 3 hours with 2 ml of pyridine. The resulting, red colored suspension was poured into 30 ml of 1N hydrochloric acid and the mixture was extracted with ethyl acetate. The organic phase was dried with magnesium sulphate and concentrated. The residue was dissolved in a mixture of 20 ml of ethanol and 20 ml of 2N sodium hydroxide solution. After the addition of 0.5 g ... Starting materials: Cc1ccccc1, CC(=O)O, CC(C)(O)c1cn(-c2ccc(-c3cccc(S(C)(=O)=O)c3)cc2)c(-c2c(Cl)cccc2Cl)n1. The product is C=C(C)c1cn(-c2ccc(-c3cccc(S(C)(=O)=O)c3)cc2)c(-c2c(Cl)cccc2Cl)n1. Reaction SMILES: [CH3:34][c:35]1[cH:36][cH:37][cH:38][cH:39][cH:40]1.[CH3:41][C:42](=[O:43])[OH:44].[Cl:1][c:2]1[c:3](-[c:9]2[n:10](-[c:18]3[cH:19][cH:20][c:21](-[c:24]4[cH:25][c:26]([S:30](=[O:31])(=[O:32])[CH3:33])[cH:27][cH:28][cH:29]4)[cH:22][cH:23]3)[cH:11][c:12]([C:14]([CH3:15])([CH3:16])[OH:17])[n:13]2)[c:4]([Cl:8])[cH:5][cH:6][cH:7]1>>[Cl:1][c:2]1[c:3](-[c:9]2[n:10](-[c:18]3[cH:19][cH:20][c:21](-[c:24]4[cH:25][c:26]([S:30](=[O:31])(=[O:32])[CH3:33])[cH:27][cH:28][cH:29]4)[cH:22][cH:23]3)[cH:11][c:12]([C:14](=[CH2:15])[CH3:16])[n:13]2)[c:4]([Cl:8])[cH:5][cH:6][cH:7]1. Starting materials: BrC=1C=C2C(=CC1)OC=1C(=NC(=CC1[C@@]21N=C(SC1)N)Cl)F ((S)-7-bromo-3-chloro-1-fluoro-5′H-spiro[chromeno[2,3-c]pyridine-5,4′-thiazol]-2′-amine), FC1=NC=CC=C1B(O)O (2-fluoropyridin-3-ylboronic acid), CC1(C=C(CCO1)B1OC(C(O1)(C)C)(C)C)C (2-(6,6-dimethyl-3,6-dihydro-2H-pyran-4-yl)-4,4,5,5-tetramethyl-1,3,2-dioxaborolane), CC1(OCC=C(C1)B1OC(C(O1)(C)C)(C)C)C (2-(2,2-dimethyl-3,6-dihydro-2H-pyran-4-yl)-4,4,5,5-tetramethyl-1,3,2-dioxaborolane). Product: CC1(C=C(CCO1)C1=CC2=C(C(=N1)F)OC1=CC=C(C=C1[C@]21N=C(SC1)N)C=1C(=NC=CC1)F)C ((S)-3-(6,6-dimethyl-3,6-dihydro-2H-pyran-4-yl)-1-fluoro-7-(2-fluoropyridin-3-yl)-5′H-spiro[chromeno[2,3-c]pyridine-5,4′-thiazol]-2′-amine). As a reaction SMILES: Br[C:2]1[CH:3]=[C:4]2[C@@:15]3([CH2:19][S:18][C:17]([NH2:20])=[N:16]3)[C:14]3[CH:13]=[C:12](Cl)[N:11]=[C:10]([F:22])[C:9]=3[O:8][C:5]2=[CH:6][CH:7]=1.[F:23][C:24]1[C:29](B(O)O)=[CH:28][CH:27]=[CH:26][N:25]=1.[CH3:33][C:34]1([CH3:49])[O:39][CH2:38][CH2:37][C:36](B2OC(C)(C)C(C)(C)O2)=[CH:35]1.CC1(C)CC(B2OC(C)(C)C(C)(C)O2)=CCO1>>[CH3:33][C:34]1([CH3:49])[O:39][CH2:38][CH2:37][C:36]([C:12]2[N:11]=[C:10]([F:22])[C:9]3[O:8][C:5]4[C:4]([C@@:15]5([CH2:19][S:18][C:17]([NH2:20])=[N:16]5)[C:14]=3[CH:13]=2)=[CH:3][C:2]([C:29]2[C:24]([F:23])=[N:25][CH:26]=[CH:27][CH:28]=2)=[CH:7][CH:6]=4)=[CH:35]1. Procedure details: The titled compound was synthesized by steps analogous to those described in method BB12 above, but using (S)-7-bromo-3-chloro-1-fluoro-5′H-spiro[chromeno[2,3-c]pyridine-5,4′-thiazol]-2′-amine (prepared as described in Method BB26 but using 7-bromo-3-chloro-1-fluoro-5H-chromeno[2,3-c]pyridin-5-one), 2-fluoropyridin-3-ylboronic acid and a mixture of 2-(6,6-dimethyl-3,6-dihydro-2H-pyran-4-yl)-4,4,5,5-tetramethyl-1,3,2-dioxaborolane and 2-(2,2-dimethyl-3,6-dihydro-2H-pyran-4-yl)-4,4,5,5-tetramethyl... The reactants are CC1C(OCC(F)(F)F)OCC(C(O)C(N)Cc2cc(O)cc(F)c2)N1C(=O)OC(C)(C)C, CC(=O)OC(C)=O, CCN(C(C)C)C(C)C, ClCCl. Yields the product CC(=O)NC(Cc1cc(O)cc(F)c1)C(O)C1COC(OCC(F)(F)F)C(C)N1C(=O)OC(C)(C)C. RXN SMILES: [C:8]([CH3:9])([CH3:10])([CH3:11])[O:12][C:13](=[O:14])[N:15]1[CH:16]([CH3:40])[CH:17]([O:34][CH2:35][C:36]([F:37])([F:38])[F:39])[O:18][CH2:19][CH:20]1[CH:21]([CH:22]([CH2:23][c:24]1[cH:25][c:26]([F:31])[cH:27][c:28]([OH:30])[cH:29]1)[NH2:32])[OH:33].[CH3:1][C:2](=[O:3])[O:4][C:5](=[O:6])[CH3:7].[CH:41]([N:42]([CH:43]([CH3:44])[CH3:45])[CH2:46][CH3:47])([CH3:48])[CH3:49].[Cl:50][CH2:51][Cl:52]>>[CH3:1][C:2](=[O:3])[NH:32][CH:22]([CH:21]([CH:20]1[N:15]([C:13]([O:12][C:8]([CH3:9])([CH3:10])[CH3:11])=[O:14])[CH:16]([CH3:40])[CH:17]([O:34][CH2:35][C:36]([F:37])([F:38])[F:39])[O:18][CH2:19]1)[OH:33])[CH2:23][c:24]1[cH:25][c:26]([F:31])[cH:27][c:28]([OH:30])[cH:29]1.